This data is from the Open Reaction Database (ORD), a public repository of structured organic reaction records. The task is: describe an organic reaction: reactants, conditions, products, and yield Product: CSC[C@H](NC(C)=O)C(=O)O (S-methyl-N-acetyl-L-cysteine). Isolated yield 89.7%. Reactants: C(C)(=O)OC(C)=O (acetic anhydride), CSC[C@H](N)C(=O)O (S-methyl-L-cysteine), Cl (hydrochloric acid). Reaction SMILES: [CH3:1][S:2][CH2:3][C@@H:4]([C:6]([OH:8])=[O:7])[NH2:5].[C:9](OC(=O)C)(=[O:11])[CH3:10].Cl>[OH-].[Na+]>[CH3:1][S:2][CH2:3][C@@H:4]([C:6]([OH:8])=[O:7])[NH:5][C:9](=[O:11])[CH3:10] |f:3.4|. Conditions: time 2 hour. Solvent: [OH-].[Na+] (sodium hydroxide). Procedure: A solution of 13.5 g (100 mmole) of S-methyl-L-cysteine dissolved in 210 ml of 1 N sodium hydroxide solution was ice cooled and 10.4 ml (110 mmole) of acetic anhydride was added thereto dropwise. After 2.0 hours at room temperature, the mixture was acidified to pH 1.0 with 6 N hydrochloric acid and extracted with ethyl acetate. The extract was dried over anhydrous magnesium sulfate and concentrated in vacuo to give 15.9 g (89.6% yield) of S-methyl-N-acetyl-L-cysteine as an oil. Starting materials: [BH4-], CC(C)(C)OC(=O)N(Cc1cc(C=O)ccc1Cl)C1CC1, CC#N, [Na+], O. Yields the product CC(C)(C)OC(=O)N(Cc1cc(CO)ccc1Cl)C1CC1. As a reaction SMILES: [BH4-:1].[C:3]([CH3:4])([CH3:5])([CH3:6])[O:7][C:8]([N:9]([CH:10]1[CH2:11][CH2:12]1)[CH2:13][c:14]1[c:15]([Cl:22])[cH:16][cH:17][c:18]([CH:20]=[O:21])[cH:19]1)=[O:23].[CH3:25][C:26]#[N:27].[Na+:2].[OH2:24]>>[C:3]([CH3:4])([CH3:5])([CH3:6])[O:7][C:8]([N:9]([CH:10]1[CH2:11][CH2:12]1)[CH2:13][c:14]1[c:15]([Cl:22])[cH:16][cH:17][c:18]([CH2:20][OH:21])[cH:19]1)=[O:23].